Dataset: the Open Reaction Database (ORD), a public repository of structured organic reaction records. Task: describe an organic reaction: reactants, conditions, products, and yield Starting materials: NC1=C(C=CC=C1)SC1=C(N2C([C@H]([C@H]2C1)C(C)(OC(=O)OCC1=CC=C(C=C1)[N+](=O)[O-])C)=O)C(=O)OCC1=CC=C(C=C1)[N+](=O)[O-] (4-nitrobenzyl (5R,6R)-3-(2-aminophenylthio)-6-[1-methyl-1-(4-nitrobenzyloxycarbonyloxy)ethyl]-7-oxo-1-azabicyclo[3.2.0]hept-2-ene-2-carboxylate), C(C)O (ethanol), P(=O)(O)([O-])[O-].[K+].[K+] (dipotassium hydrogen phosphate), O (water). Reagents/catalysts: O.[Pt](=O)=O (platinum (IV) oxide monohydrate). The solvent is O1CCOCC1 (dioxane). Conditions: time 50 minute. The product is NC1=C(C=CC=C1)SC1=C(N2C([C@H]([C@H]2C1)C(C)(C)O)=O)C(=O)[O-].[K+] (potassium (5R, 6R)-3-(2-aminophenylthio)-6-(1-hydroxy-1-methylethyl)-7-oxo-1-azabicyclo[3.2.0]hept-2-ene-2-carboxylate). RXN SMILES: [NH2:1][C:2]1[CH:7]=[CH:6][CH:5]=[CH:4][C:3]=1[S:8][C:9]1[CH2:15][C@H:14]2[N:11]([C:12](=[O:33])[C@H:13]2[C:16]([CH3:32])([O:18]C(OCC2C=CC([N+]([O-])=O)=CC=2)=O)[CH3:17])[C:10]=1[C:34]([O:36]CC1C=CC([N+]([O-])=O)=CC=1)=[O:35].C(O)C.P([O-])([O-])(O)=O.[K+:55].[K+].O>O1CCOCC1.O.[Pt](=O)=O>[NH2:1][C:2]1[CH:7]=[CH:6][CH:5]=[CH:4][C:3]=1[S:8][C:9]1[CH2:15][C@H:14]2[N:11]([C:12](=[O:33])[C@H:13]2[C:16]([OH:18])([CH3:32])[CH3:17])[C:10]=1[C:34]([O-:36])=[O:35].[K+:55] |f:2.3.4,7.8,9.10|. Reported procedure: A mixture of 4-nitrobenzyl (5R,6R)-3-(2-aminophenylthio)-6-[1-methyl-1-(4-nitrobenzyloxycarbonyloxy)ethyl]-7-oxo-1-azabicyclo[3.2.0]hept-2-ene-2-carboxylate (490 mg) and platinum (IV) oxide monohydrate (200 mg) in a mixture of dioxane (60 ml), ethanol (5 ml), 0.1M aqueous dipotassium hydrogen phosphate (22.7 ml) and water (25 ml) was shaken for 50 minutes under a hydrogen atmosphere (40 psi) at ambient temperature. The catalyst was filtered off and the filtrate was concentrated to half of the or... Starting materials: CN(C)CC1=CC2=C(CN(CC2)C(\C(=C\C2=CC=CC=C2)\C2=CC=CC=C2)=O)O1 ((E)-N,N-Dimethyl-[6-(2,3-diphenylpropenoyl)-4,5,6,7-tetrahydrofuro[2,3-c]pyridin-2-ylmethyl]amine), Cl (hydrogen chloride). Solvent: CO (methanol), C(C)(=O)OCC (ethyl acetate). Product: Cl.CN(C)CC1=CC2=C(CN(CC2)C(\C(=C\C2=CC=CC=C2)\C2=CC=CC=C2)=O)O1 ((E)-N,N-dimethyl-[6-(2,3-diphenylpropenoyl)-4,5,6,7-tetrahydrofuro[2,3-c]pyridin-2-ylmethyl]amine hydrochloride). RXN SMILES: [CH3:1][N:2]([CH2:4][C:5]1[O:29][C:8]2[CH2:9][N:10]([C:13](=[O:28])/[C:14](/[C:22]3[CH:27]=[CH:26][CH:25]=[CH:24][CH:23]=3)=[CH:15]/[C:16]3[CH:21]=[CH:20][CH:19]=[CH:18][CH:17]=3)[CH2:11][CH2:12][C:7]=2[CH:6]=1)[CH3:3].[ClH:30]>CO.C(OCC)(=O)C>[ClH:30].[CH3:1][N:2]([CH2:4][C:5]1[O:29][C:8]2[CH2:9][N:10]([C:13](=[O:28])/[C:14](/[C:22]3[CH:23]=[CH:24][CH:25]=[CH:26][CH:27]=3)=[CH:15]/[C:16]3[CH:17]=[CH:18][CH:19]=[CH:20][CH:21]=3)[CH2:11][CH2:12][C:7]=2[CH:6]=1)[CH3:3] |f:4.5|. Procedure details: (E)-N,N-Dimethyl-[6-(2,3-diphenylpropenoyl)-4,5,6,7-tetrahydrofuro[2,3-c]pyridin-2-ylmethyl]amine 0.509 g was dissolved in 2 ml of methanol; hydrogen chloride in ethyl acetate was added in excess, followed by stirring. This mixture was concentrated and washed with diethyl ether to yield the desired product. The reactants are ClC1=C(C(SC2=C(C=CC=C12)OC)C1=CC=CC=C1)C=O (4-chloro-3-formyl-8-methoxy-thioflav-3-ene), Cl.NO (hydroxylamine hydrochloride), O (water). Run in CN(C)C=O (DMF), CN(C)C=O (DMF). The product is ClC1=C(C(SC2=C(C=CC=C12)OC)C1=CC=CC=C1)C=NO (4-chloro-3-hydroxyiminomethyl-8-methoxy-thioflav-3-ene). Reaction SMILES: [Cl:1][C:2]1[C:11]2[C:6](=[C:7]([O:12][CH3:13])[CH:8]=[CH:9][CH:10]=2)[S:5][CH:4]([C:14]2[CH:19]=[CH:18][CH:17]=[CH:16][CH:15]=2)[C:3]=1[CH:20]=O.Cl.[NH2:23][OH:24].O>CN(C=O)C>[Cl:1][C:2]1[C:11]2[C:6](=[C:7]([O:12][CH3:13])[CH:8]=[CH:9][CH:10]=2)[S:5][CH:4]([C:14]2[CH:19]=[CH:18][CH:17]=[CH:16][CH:15]=2)[C:3]=1[CH:20]=[N:23][OH:24] |f:1.2|. Procedure: As in example 10 but starting with 1 g 4-chloro-3-formyl-8-methoxy-thioflav-3-ene in 1.5 ml DMF. 220 mg hydroxylamine hydrochloride dissolved in 2 ml DMF are added. After 11/2 hours of reflux, the solution is cooled at room temperature before the addition of 20 ml of water. After extraction with CH2Cl2 a gum is obtained which is purified by column chromatography on silicagel using n-hexane/acetone 9:1 as eluant. Pure 4-chloro-3-hydroxyiminomethyl-8-methoxy-thioflav-3-ene is obtained as a yellow ... The reactants are CC#N, CCO, N#Cc1cc(-c2ccc(Cl)cc2)c(-c2ccc(Cl)cc2Cl)nc1OCCN1C(=O)c2ccccc2C1=O, NN, O. Product: N#Cc1cc(-c2ccc(Cl)cc2)c(-c2ccc(Cl)cc2Cl)nc1OCCN. As a reaction SMILES: [CH3:38][C:39]#[N:40].[CH3:44][CH2:45][OH:46].[Cl:1][c:2]1[cH:3][cH:4][c:5](-[c:8]2[c:9](-[c:30]3[c:31]([Cl:37])[cH:32][c:33]([Cl:36])[cH:34][cH:35]3)[n:10][c:11]([O:16][CH2:17][CH2:18][N:19]3[C:20](=[O:21])[c:22]4[c:23]([cH:24][cH:25][cH:26][cH:27]4)[C:28]3=[O:29])[c:12]([C:13]#[N:14])[cH:15]2)[cH:6][cH:7]1.[NH2:42][NH2:43].[OH2:41]>>[Cl:1][c:2]1[cH:3][cH:4][c:5](-[c:8]2[c:9](-[c:30]3[c:31]([Cl:37])[cH:32][c:33]([Cl:36])[cH:34][cH:35]3)[n:10][c:11]([O:16][CH2:17][CH2:18][NH2:19])[c:12]([C:13]#[N:14])[cH:15]2)[cH:6][cH:7]1.